Dataset: the Open Reaction Database (ORD), a public repository of structured organic reaction records. Task: describe an organic reaction: reactants, conditions, products, and yield Reactants: CCCCCNC(=O)c1ccc(Cl)nn1, O=C(c1cc(F)ccc1C(F)(F)F)N1CCNCC1. The product is CCCCCNC(=O)c1ccc(N2CCN(C(=O)c3cc(F)ccc3C(F)(F)F)CC2)nn1. Reaction SMILES: [CH2:1]([CH2:2][CH2:3][CH2:4][CH3:5])[NH:6][C:7](=[O:8])[c:9]1[n:10][n:11][c:12]([Cl:15])[cH:13][cH:14]1.[N:16]1([C:22](=[O:23])[c:24]2[c:25]([C:31]([F:32])([F:33])[F:34])[cH:26][cH:27][c:28]([F:30])[cH:29]2)[CH2:17][CH2:18][NH:19][CH2:20][CH2:21]1>>[CH2:1]([CH2:2][CH2:3][CH2:4][CH3:5])[NH:6][C:7](=[O:8])[c:9]1[n:10][n:11][c:12]([N:19]2[CH2:18][CH2:17][N:16]([C:22](=[O:23])[c:24]3[c:25]([C:31]([F:32])([F:33])[F:34])[cH:26][cH:27][c:28]([F:30])[cH:29]3)[CH2:21][CH2:20]2)[cH:13][cH:14]1. Reactants: N#Cc1ccc(C#N)cc1, CO, [Cl-], [NH4+]. Yields the product N#Cc1ccc(C(=N)N)cc1, Cl. RXN SMILES: [C:1](#[N:2])[c:3]1[cH:4][cH:5][c:6]([C:9]#[N:10])[cH:7][cH:8]1.[CH3:13][OH:14].[Cl-:11].[NH4+:12]>>[C:1](#[N:2])[c:3]1[cH:4][cH:5][c:6]([C:9](=[NH:10])[NH2:12])[cH:7][cH:8]1.[ClH:11]. The reactants are C(C)(C)OC(=O)C=1C=C2C=C(NC2=CC1)C(=O)OCC (1H-Indole-2,5-dicarboxylic acid 2-ethyl ester 5-isopropyl ester), [H-].[Na+] (sodium hydride), 0107436 A2, [H-].[Na+] (sodium hydride), BrCC1=NOC(=C1)C=1SC(=CC1)Cl (3-Bromomethyl-5-(5-chloro-thiophen-2-yl)-isoxazole), BrCC1=NOC(=C1)C=1SC(=CC1)Cl (3-Bromomethyl-5-(5-chloro-thiophen-2-yl)-isoxazole). Solvent: CN(C)C=O (DMF). Conditions: time 2 hour. Yields the product C(C)(C)OC(=O)C=1C=C2C=C(N(C2=CC1)CC1=NOC(=C1)C=1SC(=CC1)Cl)C(=O)OCC (1-[5-(5-Chloro-thiophen-2-yl)-isoxazol-3-ylmethyl]-1H-indole-2,5-dicarboxylic acid 2-ethyl ester 5-isopropyl ester). As a reaction SMILES: [CH:1]([O:4][C:5]([C:7]1[CH:8]=[C:9]2[C:13](=[CH:14][CH:15]=1)[NH:12][C:11]([C:16]([O:18][CH2:19][CH3:20])=[O:17])=[CH:10]2)=[O:6])([CH3:3])[CH3:2].[H-].[Na+].Br[CH2:24][C:25]1[CH:29]=[C:28]([C:30]2[S:31][C:32]([Cl:35])=[CH:33][CH:34]=2)[O:27][N:26]=1>CN(C=O)C>[CH:1]([O:4][C:5]([C:7]1[CH:8]=[C:9]2[C:13](=[CH:14][CH:15]=1)[N:12]([CH2:24][C:25]1[CH:29]=[C:28]([C:30]3[S:31][C:32]([Cl:35])=[CH:33][CH:34]=3)[O:27][N:26]=1)[C:11]([C:16]([O:18][CH2:19][CH3:20])=[O:17])=[CH:10]2)=[O:6])([CH3:3])[CH3:2] |f:1.2|. Procedure details: To a solution of 5.24 g 1H-Indole-2,5-dicarboxylic acid 2-ethyl ester 5-isopropyl ester in 80 ml DMF, 456 mg sodium hydride (60% in mineral oil) were added at RT. After stirring for 30 min 5.3 g 3-Bromomethyl-5-(5-chloro-thiophen-2-yl)-isoxazole [prepared by adopting a procedure described by Ewing, William R.; Becker, Michael R.; Choi-Sledeski, Yong Mi; Pauls, Heinz W.; He, Wei; Condon, Stephen M.; Davis, Roderick S.; Hanney, Barbara A.; Spada, Alfred P.; Burns, Christopher J.; Jiang, John Z.; L... Starting materials: ClC=1C(N(C(C1C1=CC=CC=C1)=O)CCOC)=O (3-Chloro-1-(2-methoxyethyl)-4-phenyl-1H-pyrrole-2,5-dione), CSC1=CC=C(N)C=C1 (4-(methylthio)aniline), O (Water). Run in CC#N (CH3CN). Run at temperature 140 celsius, time 20 minute. Product: COCCN1C(C(=C(C1=O)C1=CC=CC=C1)NC1=CC=C(C=C1)SC)=O (1-(2-Methoxyethyl)-3-{[4(methylthio)phenyl]amino}-4-phenyl-1H-pyrrole-2,5-dione). Yield: 51.1%. As a reaction SMILES: Cl[C:2]1[C:3](=[O:18])[N:4]([CH2:14][CH2:15][O:16][CH3:17])[C:5](=[O:13])[C:6]=1[C:7]1[CH:12]=[CH:11][CH:10]=[CH:9][CH:8]=1.[CH3:19][S:20][C:21]1[CH:27]=[CH:26][C:24]([NH2:25])=[CH:23][CH:22]=1.O>CC#N>[CH3:17][O:16][CH2:15][CH2:14][N:4]1[C:5](=[O:13])[C:6]([C:7]2[CH:12]=[CH:11][CH:10]=[CH:9][CH:8]=2)=[C:2]([NH:25][C:24]2[CH:26]=[CH:27][C:21]([S:20][CH3:19])=[CH:22][CH:23]=2)[C:3]1=[O:18]. Procedure details: 3-Chloro-1-(2-methoxyethyl)-4-phenyl-1H-pyrrole-2,5-dione (0.26 mmol, 70 mg) and 4-(methylthio)aniline (0.53 mmol, 73 mg) was dissolved in dry CH3CN (2 mL) and the reaction mixture was sequentially subjected to microwave heating single node 140° C. for, 10 min, 140° C. for 10 min, and 140° C. for 20 min. 0.3 mL Water was added and the reaction mixture was purified using HPLC (57% 0.1M ammonium acetate buffer: 43% CH3CN→100% CH3CN, 20 mL/min) to give 49 mg (50%) of the title compound. 1H NMR (400... Starting materials: Cl.N(N)C=1C=C(SC1)C#N (4-hydrazinylthiophene-2-carbonitrile hydrochloride), FC(C(CC(=O)C=1OC=CC1)=O)(F)F (4,4,4-trifluoro-1-(2-furyl)-1,3-butanedione), C1(=CC=CC=C1)C (toluene). Run in CC(=O)O (AcOH). Conditions: time 22 minute. Product: O1C(=CC=C1)C1=CC(=NN1C=1C=C(SC1)C#N)C(F)(F)F (4-(5-(furan-2-yl)-3-(trifluoromethyl)-1H-pyrazol-1-yl)thiophene-2-carbonitrile). Yield: 73.7%. As a reaction SMILES: Cl.[NH:2]([C:4]1[CH:5]=[C:6]([C:9]#[N:10])[S:7][CH:8]=1)[NH2:3].[F:11][C:12]([F:24])([F:23])[C:13](=O)[CH2:14][C:15]([C:17]1[O:18][CH:19]=[CH:20][CH:21]=1)=O.C1(C)C=CC=CC=1>CC(O)=O>[O:18]1[CH:19]=[CH:20][CH:21]=[C:17]1[C:15]1[N:2]([C:4]2[CH:5]=[C:6]([C:9]#[N:10])[S:7][CH:8]=2)[N:3]=[C:13]([C:12]([F:11])([F:23])[F:24])[CH:14]=1 |f:0.1|. Reported procedure: To a solution of compound 13 (0.701 g, 3.99 mmol) in AcOH (10 mL) was added 4,4,4-trifluoro-1-(2-furyl)-1,3-butanedione (0.591 mL, 3.99 mmol). The solution was stirred at 80 degrees for a total of 22 minutes. After the addition of toluene to the brown solution it was concentrated under reduced pressure to a brown-green sludge. The sludge was dry loaded onto a 40M Biotage column and then eluted with a gradient of 5 to 20% ethyl acetate in hexanes to furnish compound 14 (0.909 g, 74%) as a light b... Starting materials: FC(C1=C(OC2CCN(CC2)C2=NN=C(S2)C=2N=NN(N2)CC(=O)OCC)C=CC=C1)(F)F (ethyl [5-(5-{4-[2-(trifluoromethyl)phenoxy]piperidin-1-yl}-1,3,4-thiadiazol-2-yl)-2H-tetrazol-2-yl]acetate), [OH-].[Na+] (NaOH), Cl (HCl). Run in C1CCOC1.CO (THF MeOH). The product is FC(C1=C(OC2CCN(CC2)C2=NN=C(S2)C=2N=NN(N2)CC(=O)O)C=CC=C1)(F)F ([5-(5-{4-[2-(Trifluoromethyl)phenoxy]piperidin-1-yl}-1,3,4-thiadiazol-2-yl)-2H-tetrazol-2-yl]acetic acid). Reaction SMILES: [F:1][C:2]([F:33])([F:32])[C:3]1[CH:31]=[CH:30][CH:29]=[CH:28][C:4]=1[O:5][CH:6]1[CH2:11][CH2:10][N:9]([C:12]2[S:16][C:15]([C:17]3[N:18]=[N:19][N:20]([CH2:22][C:23]([O:25]CC)=[O:24])[N:21]=3)=[N:14][N:13]=2)[CH2:8][CH2:7]1.[OH-].[Na+].Cl>C1COCC1.CO>[F:33][C:2]([F:1])([F:32])[C:3]1[CH:31]=[CH:30][CH:29]=[CH:28][C:4]=1[O:5][CH:6]1[CH2:11][CH2:10][N:9]([C:12]2[S:16][C:15]([C:17]3[N:18]=[N:19][N:20]([CH2:22][C:23]([OH:25])=[O:24])[N:21]=3)=[N:14][N:13]=2)[CH2:8][CH2:7]1 |f:1.2,4.5|. Procedure: A solution of ethyl [5-(5-{4-[2-(trifluoromethyl)phenoxy]piperidin-1-yl}-1,3,4-thiadiazol-2-yl)-2H-tetrazol-2-yl]acetate (134 mg, 0.28 mmol) in THF/MeOH (2:1) (v/v) (4.6 mL) was treated with aqueous 1 N NaOH (1.5 mL). The reaction mixture was stirred at room temperature until TLC indicated disappearance of the starting material. The reaction mixture was poured into aqueous aqueous 0.5 N HCl, extracted with EtOAc, washed with brine. The organic layer was dried (Na2SO4) and filtered. Evaporation o... Starting materials: BrC1=C(C=C(C=C1)F)O (2-Bromo-5-fluoro-phenol), FC(CI)(F)F (1,1,1-trifluoro-2-iodo-ethane). Product: BrC1=C(C=C(C=C1)F)OCC(F)(F)F (1-Bromo-4-fluoro-2-(2,2,2-trifluoro-ethoxy)-benzene). As a reaction SMILES: [Br:1][C:2]1[CH:7]=[CH:6][C:5]([F:8])=[CH:4][C:3]=1[OH:9].[F:10][C:11]([F:15])([F:14])[CH2:12]I>>[Br:1][C:2]1[CH:7]=[CH:6][C:5]([F:8])=[CH:4][C:3]=1[O:9][CH2:12][C:11]([F:15])([F:14])[F:10]. Procedure: 2-Bromo-5-fluoro-phenol was reacted with 1,1,1-trifluoro-2-iodo-ethane according to the method of Example 108A to provide the title compound. MS (DCI/NH3) m/z 273 (M)+, 275 (M+2)+. Starting materials: COCCOCC1=CC=C(C=N1)OC=1C=C2C=C(NC2=C(C1)OC1CCOCC1)C=1SC(CN1)CC(=O)O ({2-[5-({6-[(2-methoxyethoxy)methyl]pyridin-3-yl}oxy)-7-(tetrahydro-2H-pyran-4-yloxy)-1H-indol-2-yl]-4,5-dihydro-1,3-thiazol-5-yl}acetic acid), O.ON1N=NC2=C1C=CC=C2 (1-hydroxybenzotriazole monohydrate), Cl.C(C)N=C=NCCCN(C)C (1-ethyl-3-(3-dimethylaminopropyl)carbodiimide hydrochloride), Cl.CN (methylamine hydrochloride). Run in O (Water), CN(C=O)C (N,N-dimethylformamide), C(C)N(CC)CC (triethylamine), C(C)(=O)OCC (ethyl acetate), CCCCCC (hexane). Run at time 1 hour. Yields the product COCCOCC1=CC=C(C=N1)OC=1C=C2C=C(NC2=C(C1)OC1CCOCC1)C=1SC(CN1)CC(=O)NC (2-{2-[5-({6-[(2-Methoxyethoxy)methyl]pyridin-3-yl}oxy)-7-(tetrahydro-2H-pyran-4-yloxy)-1H-indol-2-yl]-4,5-dihydro-1,3-thiazol-5-yl}-N-methylacetamide). The yield is 52.2%. Reaction SMILES: [CH3:1][O:2][CH2:3][CH2:4][O:5][CH2:6][C:7]1[N:12]=[CH:11][C:10]([O:13][C:14]2[CH:15]=[C:16]3[C:20](=[C:21]([O:23][CH:24]4[CH2:29][CH2:28][O:27][CH2:26][CH2:25]4)[CH:22]=2)[NH:19][C:18]([C:30]2[S:31][CH:32]([CH2:35][C:36](O)=[O:37])[CH2:33][N:34]=2)=[CH:17]3)=[CH:9][CH:8]=1.O.O[N:41]1[C:45]2C=CC=CC=2N=N1.Cl.C(N=C=NCCCN(C)C)C.Cl.CN>CN(C)C=O.CCCCCC.C(OCC)(=O)C.O.C(N(CC)CC)C>[CH3:1][O:2][CH2:3][CH2:4][O:5][CH2:6][C:7]1[N:12]=[CH:11][C:10]([O:13][C:14]2[CH:15]=[C:16]3[C:20](=[C:21]([O:23][CH:24]4[CH2:29][CH2:28][O:27][CH2:26][CH2:25]4)[CH:22]=2)[NH:19][C:18]([C:30]2[S:31][CH:32]([CH2:35][C:36]([NH:41][CH3:45])=[O:37])[CH2:33][N:34]=2)=[CH:17]3)=[CH:9][CH:8]=1 |f:1.2,3.4,5.6|. Reported procedure: To a solution of {2-[5-({6-[(2-methoxyethoxy)methyl]pyridin-3-yl}oxy)-7-(tetrahydro-2H-pyran-4-yloxy)-1H-indol-2-yl]-4,5-dihydro-1,3-thiazol-5-yl}acetic acid (157 mg) in N,N-dimethylformamide (5 mL) were added 1-hydroxybenzotriazole monohydrate (67 mg), 1-ethyl-3-(3-dimethylaminopropyl)carbodiimide hydrochloride (83 mg), methylamine hydrochloride (30 mg), and triethylamine (0.060 mL), and the mixture was stirred at room temperature for 1 hr. Water was added to the reaction mixture, and the mixtu... The reactants are N (Ammonia), CC(=O)C (acetone), CC(=O)C (acetone), N1=CC=C(C=C1)C=1NC2=C(N1)C=C1C(=C2)NC(C1)=O (2-(4-pyridyl)-6,7-dihydro-3H,5H-pyrrolo[2,3-f]benzimidazol-6-one), C(C)O (ethanol). Solvent: O (water). Conditions: time 4 hour. Yields the product C(C)(C)=C1C(NC2=CC3=C(N=C(N3)C3=CC=NC=C3)C=C21)=O (7-Isopropylidene-2-(4-pyridyl)-6,7-dihydro-3H,5H-pyrrolo[2,3-f]benzimidazol-6-one). RXN SMILES: N.[N:2]1[CH:7]=[CH:6][C:5]([C:8]2[NH:9][C:10]3[CH:16]=[C:15]4[NH:17][C:18](=[O:20])[CH2:19][C:14]4=[CH:13][C:11]=3[N:12]=2)=[CH:4][CH:3]=1.C(O)C.[CH3:24][C:25]([CH3:27])=O>O>[C:25](=[C:19]1[C:14]2[C:15](=[CH:16][C:10]3[NH:9][C:8]([C:5]4[CH:4]=[CH:3][N:2]=[CH:7][CH:6]=4)=[N:12][C:11]=3[CH:13]=2)[NH:17][C:18]1=[O:20])([CH3:27])[CH3:24]. Reported procedure: Ammonia is passed up to saturation into a suspension of 0.4 g. (1.6 mmol) 2-(4-pyridyl)-6,7-dihydro-3H,5H-pyrrolo[2,3-f]benzimidazol-6-one in 20 ml. ethanol and 10 ml. acetone and the reaction mixture then stirred for 2 hours at 60° C. Subsequently, a further 10 ml. acetone are added thereto and stirring continued for 4 hours at 60° C., whereafter the reaction mixture is evaporated, the residue is taken up in ethanol, acidified and suction filtered from the precipitate. The residue obtained is d...